Dataset: the Open Reaction Database (ORD), a public repository of structured organic reaction records. Task: describe an organic reaction: reactants, conditions, products, and yield Reactants: BrC=1SC(=C(N1)C(NC=1C=NN(C1[C@H]1OC[C@@H]([C@@H](CC1)NC(=O)OC(C)(C)C)OC)C)=O)NC(OC(C)(C)C)=O (tert-butyl N-[2-bromo-4-[[5-[(2S,5R,6R)-5-(tert-butoxycarbonylamino)-6-methoxy-oxepan-2-yl]-1-methyl-pyrazol-4-yl]carbamoyl]thiazol-5-yl]carbamate), BrC=1SC(=C(N1)C(NC=1C=NN(C1[C@H]1OC[C@@H]([C@@H](CC1)NC(=O)OC(C)(C)C)OC)C)=O)NC(OC(C)(C)C)=O (tert-butyl N-[2-bromo-4-[[5-[(2S,5R,6R)-5-(tert-butoxycarbonylamino)-6-methoxy-oxepan-2-yl]-1-methyl-pyrazol-4-yl]carbamoyl]thiazol-5-yl]carbamate), ClC1=C(C=C(C=C1)F)B(O)O ((2-chloro-5-fluorophenyl)boronic acid). Yields the product NC1=C(N=C(S1)C1=C(C=CC(=C1)Cl)F)C(=O)NC=1C=NN(C1[C@H]1OC[C@@H]([C@@H](CC1)N)OC)C (5-amino-N-(5-((2S,5R,6R)-5-amino-6-methoxyoxepan-2-yl)-1-methyl-1H-pyrazol-4-yl)-2-(5-chloro-2-fluorophenyl)thiazole-4-carboxamide). RXN SMILES: Br[C:2]1[S:3][C:4]([NH:33]C(=O)OC(C)(C)C)=[C:5]([C:7](=[O:32])[NH:8][C:9]2[CH:10]=[N:11][N:12]([CH3:31])[C:13]=2[C@@H:14]2[CH2:20][CH2:19][C@@H:18]([NH:21]C(OC(C)(C)C)=O)[C@@H:17]([O:29][CH3:30])[CH2:16][O:15]2)[N:6]=1.[Cl:41][C:42]1[CH:47]=[CH:46][C:45]([F:48])=[CH:44][C:43]=1B(O)O>>[NH2:33][C:4]1[S:3][C:2]([C:46]2[CH:47]=[C:42]([Cl:41])[CH:43]=[CH:44][C:45]=2[F:48])=[N:6][C:5]=1[C:7]([NH:8][C:9]1[CH:10]=[N:11][N:12]([CH3:31])[C:13]=1[C@@H:14]1[CH2:20][CH2:19][C@@H:18]([NH2:21])[C@@H:17]([O:29][CH3:30])[CH2:16][O:15]1)=[O:32]. Procedure details: Following the procedure for Example 101 starting from tert-butyl N-[2-bromo-4-[[5-[(2S,5R,6R)-5-(tert-butoxycarbonylamino)-6-methoxy-oxepan-2-yl]-1-methyl-pyrazol-4-yl]carbamoyl]thiazol-5-yl]carbamate (Intermediate 98), and replacing 3,6-dihydro-2H-pyran-4-boronic acid pinacol ester with (2-chloro-5-fluorophenyl)boronic acid gave 281. 1H NMR (400 MHz, DMSO-d6) δ 9.62 (s, 1H), 8.12 (dd, J=6.4, 2.7 Hz, 1H), 7.79 (s, 1H), 7.55-7.39 (m, 4H), 5.07 (dd, J=7.0, 4.5 Hz, 1H), 3.99-3.84 (m, 2H), 3.72 (s, ...